The task is: describe an organic reaction: reactants, conditions, products, and yield. This data is from the Open Reaction Database (ORD), a public repository of structured organic reaction records. The reactants are O=C1CCC(CO)N1, O=C1CCCC(CO)N1. The product is O=CC1CCCC(=O)N1. As a reaction SMILES: [OH:10][CH2:11][CH:12]1[NH:13][C:14](=[O:15])[CH2:16][CH2:17]1.[OH:1][CH2:2][CH:3]1[CH2:4][CH2:5][CH2:6][C:7](=[O:9])[NH:8]1>>[O:1]=[CH:2][CH:3]1[CH2:4][CH2:5][CH2:6][C:7](=[O:9])[NH:8]1.